This data is from the Open Reaction Database (ORD), a public repository of structured organic reaction records. The task is: describe an organic reaction: reactants, conditions, products, and yield The reactants are Cl.ClC1=C(C(=CC=2C(CNCCC21)C2=CC=CC=C2)O)O (6-chloro-7,8-dihydroxy-1-phenyl-2,3,4,5-tetrahydro-1H-3-benzazepine hydrochloride), FC(C1=CC=C(C(=O)Cl)C=C1)(F)F (p-trifluoromethyl benzoylchloride), C([O-])(O)=O.[Na+] (sodium bicarbonate). Run in CC(=O)C.O (acetone water). The product is ClC1=C(C(=CC=2C(CN(CCC21)C(C2=CC=C(C=C2)C(F)(F)F)=O)C2=CC=CC=C2)O)O (6-chloro-7,8-dihydroxy-1-phenyl-3-(p-trifluoromethylbenzoyl)-2,3,4,5-tetrahydro-1H-3-benzazepine). Reaction SMILES: Cl.[Cl:2][C:3]1[C:13]2[CH2:12][CH2:11][NH:10][CH2:9][CH:8]([C:14]3[CH:19]=[CH:18][CH:17]=[CH:16][CH:15]=3)[C:7]=2[CH:6]=[C:5]([OH:20])[C:4]=1[OH:21].[F:22][C:23]([F:34])([F:33])[C:24]1[CH:32]=[CH:31][C:27]([C:28](Cl)=[O:29])=[CH:26][CH:25]=1.C(=O)(O)[O-].[Na+]>CC(C)=O.O>[Cl:2][C:3]1[C:13]2[CH2:12][CH2:11][N:10]([C:28](=[O:29])[C:27]3[CH:31]=[CH:32][C:24]([C:23]([F:22])([F:33])[F:34])=[CH:25][CH:26]=3)[CH2:9][CH:8]([C:14]3[CH:19]=[CH:18][CH:17]=[CH:16][CH:15]=3)[C:7]=2[CH:6]=[C:5]([OH:20])[C:4]=1[OH:21] |f:0.1,3.4,5.6|. Procedure: A solution of 0.74 g (0.002 mole) of 6-chloro-7,8-dihydroxy-1-phenyl-2,3,4,5-tetrahydro-1H-3-benzazepine hydrochloride, 0.55 g (0.0025 mole) of p-trifluoromethyl benzoylchloride, 0.17 g (0.002 mole) of sodium bicarbonate and 40 ml of 1:1 acetone-water solution was stirred overnight under nitrogen. The mixture was evaporated to dryness. The residue was extracted with ethylacetate. The extracted material was purified over a silica gel column using methanol-ethyl acetate to give 6-chloro-7,8-dihydr... Reactants: CC1(C)CCCC(C)(C)N1O, CCOC(C)=O, Cc1ccccc1, [O-]Cl, [Na+], [Na+], O=C([O-])O, O, OCCCCCc1ccccc1. Yields the product O=CCCCCc1ccccc1. RXN SMILES: [CH3:13][C:14]1([CH3:23])[N:15]([O:16])[C:17]([CH3:18])([CH3:19])[CH2:20][CH2:21][CH2:22]1.[CH3:32][CH2:33][O:34][C:35]([CH3:36])=[O:37].[CH3:39][c:40]1[cH:41][cH:42][cH:43][cH:44][cH:45]1.[Cl:24][O-:25].[Na+:26].[Na+:31].[O-:27][C:28]([OH:29])=[O:30].[OH2:38].[c:1]1([CH2:7][CH2:8][CH2:9][CH2:10][CH2:11][OH:12])[cH:2][cH:3][cH:4][cH:5][cH:6]1>>[c:1]1([CH2:7][CH2:8][CH2:9][CH2:10][CH:11]=[O:12])[cH:2][cH:3][cH:4][cH:5][cH:6]1. Reactants: C1(=CC=CC=C1)NC1=CC=CC=C1 (diphenylamine), C1(=CC=CC=C1)NC1=CC=CC=C1 (diphenylamine), N(=O)[O-] (nitrite). The product is N(=O)N(C1=CC=CC=C1)C1=CC=CC=C1 (N-nitrosodiphenylamine). RXN SMILES: [C:1]1([NH:7][C:8]2[CH:13]=[CH:12][CH:11]=[CH:10][CH:9]=2)[CH:6]=[CH:5][CH:4]=[CH:3][CH:2]=1.[N:14]([O-])=[O:15]>>[N:14]([N:7]([C:1]1[CH:2]=[CH:3][CH:4]=[CH:5][CH:6]=1)[C:8]1[CH:9]=[CH:10][CH:11]=[CH:12][CH:13]=1)=[O:15]. Procedure: diphenylamine method, where diphenylamine as raw material is nitrosated using a nitrite in an organic solvent to produce N-nitrosodiphenylamine, which is rearranged to 4-nitrosodiphenylamine hydrochloride under the action of anhydrous hydrogen chloride, and then, 4-nitrosodiphenylamine hydrochloride is neutralized with a base to give 4-nitrosodiphenylamine which is finally reduced to 4-aminodiphenylamine by sodium sulfide. Run at temperature 50 celsius, time 2 hour. RXN SMILES: [NH2:1][C:2]1[C:7]2[C:8](=[O:20])[CH:9]=[C:10]([C:12]3[CH:17]=[CH:16][C:15]([NH2:18])=[C:14]([F:19])[CH:13]=3)[O:11][C:6]=2[C:5]([F:21])=[C:4]([CH2:22][O:23][C:24](=[O:27])[CH2:25]Cl)[C:3]=1[F:28].[NH:29]1[CH2:34][CH2:33][CH2:32][CH2:31][CH2:30]1.C(N(C(C)C)CC)(C)C.O>CN(C)C=O>[NH2:1][C:2]1[C:7]2[C:8](=[O:20])[CH:9]=[C:10]([C:12]3[CH:17]=[CH:16][C:15]([NH2:18])=[C:14]([F:19])[CH:13]=3)[O:11][C:6]=2[C:5]([F:21])=[C:4]([CH2:22][O:23][C:24](=[O:27])[CH2:25][N:29]2[CH2:34][CH2:33][CH2:32][CH2:31][CH2:30]2)[C:3]=1[F:28]. Reported procedure: 515 mg (1.25 mmol) of Compound 159 obtained in EXAMPLE 159 was dissolved in 10 mL of dimethylformamide, 0.62 mL (6.2 mmol) of piperidine and 0.22 mL (1.25 mmol) of diisopropylethylamine were added, and the mixture was stirred at 50° C. for 2 hours. Water was added to the reaction solution and the mixture was extracted with ethyl acetate. The organic layer was washed with water and an aqueous saturated solution of sodium chloride and dried over anhydrous sodium sulfate, and the solvent was distil... The solvent is CN(C=O)C (dimethylformamide). Reactants: O (Water), N1CCCCC1 (piperidine), C(C)(C)N(CC)C(C)C (diisopropylethylamine), NC1=C(C(=C(C2=C1C(C=C(O2)C2=CC(=C(C=C2)N)F)=O)F)COC(CCl)=O)F (5-Amino-2-(4-amino-3-fluorophenyl)-7-chloroacetoxymethyl-6,8-difluoro-4H-1-benzopyran-4-one). The product is NC1=C(C(=C(C2=C1C(C=C(O2)C2=CC(=C(C=C2)N)F)=O)F)COC(CN2CCCCC2)=O)F (5-Amino-2-(4-amino-3-fluorophenyl)-6,8-difluoro-7-piperidinoacetoxymethyl-4H-1-benzopyran-4-one). Isolated yield 76.5%. The reactants are CC=1C=CC2=C(N=C(O2)N2[C@@H](CCCC2)C(=O)OCC2=CC=CC=C2)C1 (Benzyl (2S)-1-(5-methyl-1,3-benzoxazol-2-yl)-2-piperidinecarboxylate). The reagents and catalysts are [Pd] (palladium on carbon), [Pd] (palladium on carbon). The solvent is C(C)O (ethanol). Run at time 3 hour. The product is CC=1C=CC2=C(N=C(O2)N2[C@@H](CCCC2)C(=O)O)C1 ((2S)-1-(5-methyl-1,3-benzoxazol-2-yl)-2-piperidinecarboxylic acid). Yield: 99.2%. As a reaction SMILES: [CH3:1][C:2]1[CH:3]=[CH:4][C:5]2[O:9][C:8]([N:10]3[CH2:15][CH2:14][CH2:13][CH2:12][C@H:11]3[C:16]([O:18]CC3C=CC=CC=3)=[O:17])=[N:7][C:6]=2[CH:26]=1>C(O)C.[Pd]>[CH3:1][C:2]1[CH:3]=[CH:4][C:5]2[O:9][C:8]([N:10]3[CH2:15][CH2:14][CH2:13][CH2:12][C@H:11]3[C:16]([OH:18])=[O:17])=[N:7][C:6]=2[CH:26]=1. Reported procedure: Benzyl (2S)-1-(5-methyl-1,3-benzoxazol-2-yl)-2-piperidinecarboxylate (0.19 g) [see Preparation 17] was dissolved in ethanol (5 ml) and 10% palladium on carbon (0.05 g) was added. The reaction mixture was hydrogenated at 15 psi for 3 hours at room temperature, after which time 10% palladium on carbon (25 mg) was added and the mixture was hydrogenated for a further 1 hr, the catalyst was then filtered off through a plug of arabocel and washed with ethanol. The solvent was removed under reduced pre... The reactants are [Li+].C[Si](C)(C)[N-][Si](C)(C)C (LHMDS), COC1=CC=C(C=C1)N1C2CC(C(C1)CC2)=O (2-(4-methoxyphenyl)-2-azabicyclo-[2.2.2]octan-5-one), enolate, IC (iodomethane). Run in O1CCCC1 (tetrahydrofuran), O1CCCC1 (tetrahydrofuran). Conditions: temperature -78 celsius, time 20 minute. Product: COC1=CC=C(C=C1)N1C2C(C(C(C1)CC2)=O)C (2-(4-Methoxyphenyl)-6-methyl-2-azabicyclo[2.2.2]octan-5-one). Reaction SMILES: [Li+].C[Si]([N-][Si](C)(C)C)(C)C.[CH3:11][O:12][C:13]1[CH:18]=[CH:17][C:16]([N:19]2[CH2:24][CH:23]3[CH2:25][CH2:26][CH:20]2[CH2:21][C:22]3=[O:27])=[CH:15][CH:14]=1.I[CH3:29]>O1CCCC1>[CH3:11][O:12][C:13]1[CH:14]=[CH:15][C:16]([N:19]2[CH2:24][CH:23]3[CH2:25][CH2:26][CH:20]2[CH:21]([CH3:29])[C:22]3=[O:27])=[CH:17][CH:18]=1 |f:0.1|. Reported procedure: LHMDS (2.2 mL, 2.16 mmol, 1.0 equiv, 1.0 M in THF) was added to an oven-dried flask under N2 and cooled to −78° C. A solution of 2-(4-methoxyphenyl)-2-azabicyclo-[2.2.2]octan-5-one (2-1, 500 mg, 2.16 mmol, 1.0 equiv) in anhydrous tetrahydrofuran (8.6 mL) was added dropwise via cannula, and the resulting mixture was allowed to stir for 20 min at −78° C. Following this duration, the enolate mixture was added via cannula to a solution of iodomethane (0.68 mL, 10.8 mmol, 5.0 equiv) in anhydrous tetr... Reactants: C1CCOC1, COC(=O)C(C)OCc1ccc(OC)cc1, CO, Cl, [Li+], [OH-], O. The product is COc1ccc(COC(C)C(=O)O)cc1. RXN SMILES: [CH2:20]1[O:21][CH2:22][CH2:23][CH2:24]1.[CH3:1][O:2][C:3]([CH:4]([CH3:5])[O:6][CH2:7][c:8]1[cH:9][cH:10][c:11]([O:14][CH3:15])[cH:12][cH:13]1)=[O:16].[CH3:25][OH:26].[ClH:19].[Li+:18].[OH-:17].[OH2:27]>>[O:2]=[C:3]([CH:4]([CH3:5])[O:6][CH2:7][c:8]1[cH:9][cH:10][c:11]([O:14][CH3:15])[cH:12][cH:13]1)[OH:16]. Starting materials: CC1(C)C=C(c2ccccc2N2CCN(C(=O)OC(C)(C)C)CC2)CC(C)(C)C1, CO, C1CCOC1. Product: CC1(C)CC(c2ccccc2N2CCN(C(=O)OC(C)(C)C)CC2)CC(C)(C)C1. RXN SMILES: [C:1]([CH3:2])([CH3:3])([CH3:4])[O:5][C:6](=[O:7])[N:8]1[CH2:9][CH2:10][N:11]([c:14]2[c:15]([C:20]3=[CH:21][C:22]([CH3:28])([CH3:29])[CH2:23][C:24]([CH3:26])([CH3:27])[CH2:25]3)[cH:16][cH:17][cH:18][cH:19]2)[CH2:12][CH2:13]1.[CH3:30][OH:31].[O:32]1[CH2:33][CH2:34][CH2:35][CH2:36]1>>[C:1]([CH3:2])([CH3:3])([CH3:4])[O:5][C:6](=[O:7])[N:8]1[CH2:9][CH2:10][N:11]([c:14]2[c:15]([CH:20]3[CH2:21][C:22]([CH3:28])([CH3:29])[CH2:23][C:24]([CH3:26])([CH3:27])[CH2:25]3)[cH:16][cH:17][cH:18][cH:19]2)[CH2:12][CH2:13]1. Starting materials: C1CCNCC1, CC1(C)Oc2ccc(C#N)cc2C2OC21, CCO, Cl. Yields the product CC1(C)Oc2ccc(C#N)cc2C(N2CCCCC2)C1O, Cl. Reaction SMILES: [CH2:16]1[CH2:17][CH2:18][NH:19][CH2:20][CH2:21]1.[CH3:1][C:2]1([CH3:15])[CH:3]2[CH:4]([c:5]3[c:6]([cH:8][cH:9][c:10]([C:12]#[N:13])[cH:11]3)[O:7]1)[O:14]2.[CH3:23][CH2:24][OH:25].[ClH:22]>>[CH3:1][C:2]1([CH3:15])[CH:3]([OH:14])[CH:4]([N:19]2[CH2:18][CH2:17][CH2:16][CH2:21][CH2:20]2)[c:5]2[c:6]([cH:8][cH:9][c:10]([C:12]#[N:13])[cH:11]2)[O:7]1.[ClH:22].